describe an organic reaction: reactants, conditions, products, and yield From a dataset of the Open Reaction Database (ORD), a public repository of structured organic reaction records. Starting materials: CCO, [Li+], CCCOC(OCCC)P(=O)(CCCN)OCC, [OH-], O, O. Yields the product CCCOC(OCCC)P(=O)(O)CCCN. Reaction SMILES: [CH3:23][CH2:24][OH:25].[Li+:3].[NH2:4][CH2:5][CH2:6][CH2:7][P:8]([O:9][CH2:10][CH3:11])(=[O:12])[CH:13]([O:14][CH2:15][CH2:16][CH3:17])[O:18][CH2:19][CH2:20][CH3:21].[OH-:2].[OH2:1].[OH2:22]>>[NH2:4][CH2:5][CH2:6][CH2:7][P:8](=[O:9])([OH:12])[CH:13]([O:14][CH2:15][CH2:16][CH3:17])[O:18][CH2:19][CH2:20][CH3:21]. Starting materials: CCOC(=O)c1c(C)cccc1COc1cccc(OCc2cccc(Cl)n2)c1, [Na+], [Na+], O=C([O-])[O-], O, OB(O)c1ccccc1, [Pd], c1ccc(P(c2ccccc2)c2ccccc2)cc1, c1ccc(P(c2ccccc2)c2ccccc2)cc1, c1ccc(P(c2ccccc2)c2ccccc2)cc1, c1ccc(P(c2ccccc2)c2ccccc2)cc1. The product is CCOC(=O)c1c(C)cccc1COc1cccc(OCc2cccc(-c3ccccc3)n2)c1. RXN SMILES: [Cl:10][c:11]1[cH:12][cH:13][cH:14][c:15]([CH2:17][O:18][c:19]2[cH:20][c:21]([O:22][CH2:23][c:24]3[c:25]([C:26](=[O:27])[O:28][CH2:29][CH3:30])[c:31]([CH3:35])[cH:32][cH:33][cH:34]3)[cH:36][cH:37][cH:38]2)[n:16]1.[Na+:39].[Na+:40].[O-:41][C:42](=[O:43])[O-:44].[OH2:122].[OH:1][B:2]([OH:3])[c:4]1[cH:5][cH:6][cH:7][cH:8][cH:9]1.[Pd:45].[c:103]1([P:104]([c:105]2[cH:106][cH:107][cH:108][cH:109][cH:110]2)[c:111]2[cH:112][cH:113][cH:114][cH:115][cH:116]2)[cH:117][cH:118][cH:119][cH:120][cH:121]1.[c:46]1([P:47]([c:48]2[cH:49][cH:50][cH:51][cH:52][cH:53]2)[c:54]2[cH:55][cH:56][cH:57][cH:58][cH:59]2)[cH:60][cH:61][cH:62][cH:63][cH:64]1.[c:65]1([P:66]([c:67]2[cH:68][cH:69][cH:70][cH:71][cH:72]2)[c:73]2[cH:74][cH:75][cH:76][cH:77][cH:78]2)[cH:79][cH:80][cH:81][cH:82][cH:83]1.[c:84]1([P:85]([c:86]2[cH:87][cH:88][cH:89][cH:90][cH:91]2)[c:92]2[cH:93][cH:94][cH:95][cH:96][cH:97]2)[cH:98][cH:99][cH:100][cH:101][cH:102]1>>[c:4]1(-[c:11]2[cH:12][cH:13][cH:14][c:15]([CH2:17][O:18][c:19]3[cH:20][c:21]([O:22][CH2:23][c:24]4[c:25]([C:26](=[O:27])[O:28][CH2:29][CH3:30])[c:31]([CH3:35])[cH:32][cH:33][cH:34]4)[cH:36][cH:37][cH:38]3)[n:16]2)[cH:5][cH:6][cH:7][cH:8][cH:9]1. Reactants: CC=1C=C(C=CC1)C(=CC1=NC=NC=C1)O (1-(3-methylphenyl)-2-(4-pyrimidinyl)ethenol), C(C)(=O)[O-].[Na+] (sodium acetate), BrBr (bromine), NC(=S)N (thiourea), C(O)([O-])=O.[Na+] (sodium hydrogen carbonate). The solvent is C(C)(=O)O (acetic acid), C(C)(=O)O (acetic acid). Run at time 2 hour. Yields the product CC=1C=C(C=CC1)C=1N=C(SC1C1=NC=NC=C1)N ([4-(3-methylphenyl)-5-(4-pyrimidinyl)-1,3-thiazol-2-yl]amine). Yield: 90.5%. As a reaction SMILES: [CH3:1][C:2]1[CH:3]=[C:4]([C:8](O)=[CH:9][C:10]2[CH:15]=[CH:14][N:13]=[CH:12][N:11]=2)[CH:5]=[CH:6][CH:7]=1.C([O-])(=O)C.[Na+].BrBr.[NH2:24][C:25]([NH2:27])=[S:26].C(=O)([O-])O.[Na+]>C(O)(=O)C>[CH3:1][C:2]1[CH:3]=[C:4]([C:8]2[N:24]=[C:25]([NH2:27])[S:26][C:9]=2[C:10]2[CH:15]=[CH:14][N:13]=[CH:12][N:11]=2)[CH:5]=[CH:6][CH:7]=1 |f:1.2,5.6|. Reported procedure: To a solution (70 mL) of 1-(3-methylphenyl)-2-(4-pyrimidinyl)ethenol (3.0 g, 14 mmol) and sodium acetate (2.32 g, 28.26 mmol) in acetic acid was added dropwise a solution (70 mL) of bromine (0.72 mL, 14 mmol) in acetic acid at room temperature over 30 min. The mixture was stirred at room temperature for 2 hrs. Acetic acid was evaporated under reduced pressure, and aqueous sodium hydrogen carbonate solution was added to the residue. The mixture was extracted with ethyl acetate and the extract was... Starting materials: ClC=1C=CC(=C(C1)C1=CC(N(C=C1OC)CC(=O)OC(C)(C)C)=O)OC(F)F (tert-butyl {4-[5-chloro-2-(difluoromethoxy)phenyl]-5-methoxy-2-oxopyridin-1(2H)-yl}acetate), bis(trimethylsilyl)lithium amide, FC(S(=O)(=O)OC[C@H]1OCCCC1)(F)F ((2S)-tetrahydro-2H-pyran-2-ylmethyl trifluoromethanesulphonate). Product: ClC=1C=CC(=C(C1)C1=CC(N(C=C1OC)C(C(=O)OC(C)(C)C)C[C@H]1OCCCC1)=O)OC(F)F (tert-Butyl 2-{4-[5-chloro-2-(difluoromethoxy)phenyl]-5-methoxy-2-oxopyridin-1(2H)-yl}-3-[(2S)-tetrahydro-2H-pyran-2-yl]propanoate). RXN SMILES: [Cl:1][C:2]1[CH:3]=[CH:4][C:5]([O:25][CH:26]([F:28])[F:27])=[C:6]([C:8]2[C:13]([O:14][CH3:15])=[CH:12][N:11]([CH2:16][C:17]([O:19][C:20]([CH3:23])([CH3:22])[CH3:21])=[O:18])[C:10](=[O:24])[CH:9]=2)[CH:7]=1.FC(F)(F)S(O[CH2:35][C@@H:36]1[CH2:41][CH2:40][CH2:39][CH2:38][O:37]1)(=O)=O>>[Cl:1][C:2]1[CH:3]=[CH:4][C:5]([O:25][CH:26]([F:28])[F:27])=[C:6]([C:8]2[C:13]([O:14][CH3:15])=[CH:12][N:11]([CH:16]([CH2:35][C@@H:36]3[CH2:41][CH2:40][CH2:39][CH2:38][O:37]3)[C:17]([O:19][C:20]([CH3:23])([CH3:22])[CH3:21])=[O:18])[C:10](=[O:24])[CH:9]=2)[CH:7]=1. Procedure details: 237 mg (0.55 mmol) of tert-butyl {4-[5-chloro-2-(difluoromethoxy)phenyl]-5-methoxy-2-oxopyridin-1(2H)-yl}acetate in the presence of 0.72 ml (0.72 mmol, 1.3 eq.) of bis(trimethylsilyl)lithium amide (1M in THF) were reacted with 274 mg (1.11 mmol, 2.0 eq.) of (2S)-tetrahydro-2H-pyran-2-ylmethyl trifluoromethanesulphonate according to General Method 7B. Yield: 130 mg (45% of theory) Reactants: (M−H)−Cl, COC1=CC=C(C=C1)S(=O)(=O)C1C(NC(S1)=O)=O (5-(4-methoxybenzenesulfonyl)thiazolidine-2,4-dione), BrCC1=CC=C(C=C1)C1=CC=C(C=C1)Cl (4′-bromomethyl-4-chlorobiphenyl), C(C)OCC (diethyl ether). The solvent is CN(C=O)C (N,N-dimethylformamide). The product is ClC1=CC=C(C2=CC=C(C=C2)CC2(C(NC(S2)=O)=O)S(=O)(=O)C2=CC=C(C=C2)OC)C=C1 (5-(4′-Chlorobiphen-4-ylmethyl)-5-(4-methoxybenzenesulfonyl)thiazolidine-2,4-dione). As a reaction SMILES: [CH3:1][O:2][C:3]1[CH:8]=[CH:7][C:6]([S:9]([CH:12]2[S:16][C:15](=[O:17])[NH:14][C:13]2=[O:18])(=[O:11])=[O:10])=[CH:5][CH:4]=1.Br[CH2:20][C:21]1[CH:26]=[CH:25][C:24]([C:27]2[CH:32]=[CH:31][C:30]([Cl:33])=[CH:29][CH:28]=2)=[CH:23][CH:22]=1.C(OCC)C>CN(C)C=O>[Cl:33][C:30]1[CH:31]=[CH:32][C:27]([C:24]2[CH:25]=[CH:26][C:21]([CH2:20][C:12]3([S:9]([C:6]4[CH:7]=[CH:8][C:3]([O:2][CH3:1])=[CH:4][CH:5]=4)(=[O:10])=[O:11])[S:16][C:15](=[O:17])[NH:14][C:13]3=[O:18])=[CH:22][CH:23]=2)=[CH:28][CH:29]=1. Reported procedure: Prepared analogously to Example 9 from from 5-(4-methoxybenzenesulfonyl)thiazolidine-2,4-dione and 4′-bromomethyl-4-chlorobiphenyl in N,N-dimethylformamide. Trituration with diethyl ether provided an off-white solid. 1H NMR: δ 7.99 (s, 1H), 7.93 (dm, J=9.0 Hz, 2H), 7.45-7.49 (m, 4H), 7.38-7.41 (m, 2H), 7.23-7.26 (m, 2H), 7.06 (dm, J=9.0 Hz, 2H), 3.97, (A of AB, J=13.7 Hz, 1H), 3.92 (s, 3H), 3.39 (B of AB, J=13.7 Hz, 1H). MS (m/e): 486.0 & 488.0 (M−H)−Cl isotopes. Anal: Calc for C23H18ClNO5S2.C3H... Reactants: COC1=C(CN2C(C=3C(=NC(=C(C3C2)F)N[C@@H](C(=O)NC)CC(C)C)C=2C=NN(C2)C)=O)C=CC(=C1)OC ((R)-2-(2-(2,4-dimethoxybenzyl)-7-fluoro-4-(1-methyl-1H-pyrazol-4-yl)-3-oxo-2,3-dihydro-1H-pyrrolo[3,4-c]pyridin-6-ylamino)-N,4-dimethylpentanamide). Run in C(=O)(C(F)(F)F)O (TFA). The product is FC=1C2=C(C(=NC1N[C@@H](C(=O)NC)CC(C)C)C=1C=NN(C1)C)C(NC2)=O ((R)-2-(7-Fluoro-4-(1-methyl-1H-pyrazol-4-yl)-3-oxo-2,3-dihydro-1H-pyrrolo[3,4-c]pyridin-6-ylamino)-N,4-dimethylpentanamide). Reaction SMILES: COC1C=C(OC)C=CC=1C[N:6]1[CH2:14][C:13]2[C:12]([F:15])=[C:11]([NH:16][C@H:17]([CH2:22][CH:23]([CH3:25])[CH3:24])[C:18]([NH:20][CH3:21])=[O:19])[N:10]=[C:9]([C:26]3[CH:27]=[N:28][N:29]([CH3:31])[CH:30]=3)[C:8]=2[C:7]1=[O:32]>C(O)(C(F)(F)F)=O>[F:15][C:12]1[C:13]2[CH2:14][NH:6][C:7](=[O:32])[C:8]=2[C:9]([C:26]2[CH:27]=[N:28][N:29]([CH3:31])[CH:30]=2)=[N:10][C:11]=1[NH:16][C@H:17]([CH2:22][CH:23]([CH3:25])[CH3:24])[C:18]([NH:20][CH3:21])=[O:19]. Procedure: A solution of (R)-2-(2-(2,4-dimethoxybenzyl)-7-fluoro-4-(1-methyl-1H-pyrazol-4-yl)-3-oxo-2,3-dihydro-1H-pyrrolo[3,4-c]pyridin-6-ylamino)-N,4-dimethylpentanamide (38 mg, 0.072 mmol) in TFA (5 mL) was heated to 65° C. for 4 h. After removal of the solvent, the residue was diluted in MeOH (2 mL) and was purified by preparative HPLC eluting with water (0.05% TFA) and ACN (25-30%, gradient, 0.035% TFA). The collected fractions were stripped to dryness to give the title compound. 1H NMR (500 MHz, DMSO... Starting materials: C1(CC1)NC(C1=CC(=C(C(=C1)F)C)C=1C=C2C(=CN(C(C2=CC1)=O)CC1CC1)C=O)=O (N-Cyclopropyl-3-(2-(cyclopropylmethyl)-4-formyl-1-oxo-1,2-dihydroisoquinolin-6-yl)-5-fluoro-4-methylbenzamide), CN[C@H]1CNCC1 ((R)—N-methylpyrrolidin-3-amine). The product is C1(CC1)NC(C1=CC(=C(C(=C1)F)C)C=1C=C2C(=CN(C(C2=CC1)=O)CC1CC1)CN1C[C@@H](CC1)NC)=O ((R)—N-Cyclopropyl-3-(2-(cyclopropylmethyl)-4-((3-(methylamino)pyrrolidin-1-yl)methyl)-1-oxo-1,2-dihydroisoquinolin-6-yl)-5-fluoro-4-methylbenzamide). Reaction SMILES: [CH:1]1([NH:4][C:5](=[O:31])[C:6]2[CH:11]=[C:10]([F:12])[C:9]([CH3:13])=[C:8]([C:14]3[CH:15]=[C:16]4[C:21](=[CH:22][CH:23]=3)[C:20](=[O:24])[N:19]([CH2:25][CH:26]3[CH2:28][CH2:27]3)[CH:18]=[C:17]4[CH:29]=O)[CH:7]=2)[CH2:3][CH2:2]1.[CH3:32][NH:33][C@@H:34]1[CH2:38][CH2:37][NH:36][CH2:35]1>>[CH:1]1([NH:4][C:5](=[O:31])[C:6]2[CH:11]=[C:10]([F:12])[C:9]([CH3:13])=[C:8]([C:14]3[CH:15]=[C:16]4[C:21](=[CH:22][CH:23]=3)[C:20](=[O:24])[N:19]([CH2:25][CH:26]3[CH2:28][CH2:27]3)[CH:18]=[C:17]4[CH2:29][N:36]3[CH2:37][CH2:38][C@@H:34]([NH:33][CH3:32])[CH2:35]3)[CH:7]=2)[CH2:3][CH2:2]1. Reported procedure: The title compound was prepared as a solid by the method of Example 75 step ii) using the product of Example 75 step i) and (R)—N-methylpyrrolidin-3-amine. Reactants: Cl.Cl.NC1=CC(=C(C(=O)NCC2CCNCC2)C=C1Cl)OC (4-Amino-5-chloro-2-methoxy-N-(piperidin-4-ylmethyl)benzamide dihydrochloride), BrCCCCC(=O)C1=CC=C(C=C1)O (5-bromo-1-(4-hydroxyphenyl)-1-pentanone), C([O-])([O-])=O.[K+].[K+] (potassium carbonate). Yields the product NC1=CC(=C(C(=O)NCC2CCN(CC2)CCCCC(=O)C2=CC=C(C=C2)O)C=C1Cl)OC (4-amino-5-chloro-2-methoxy-N-((1-(5-(4-hydroxyphenyl)-5-oxopentyl)-piperidin-4-yl)methyl)benzamide). Isolated yield 55.9%. RXN SMILES: Cl.Cl.[NH2:3][C:4]1[C:19]([Cl:20])=[CH:18][C:7]([C:8]([NH:10][CH2:11][CH:12]2[CH2:17][CH2:16][NH:15][CH2:14][CH2:13]2)=[O:9])=[C:6]([O:21][CH3:22])[CH:5]=1.Br[CH2:24][CH2:25][CH2:26][CH2:27][C:28]([C:30]1[CH:35]=[CH:34][C:33]([OH:36])=[CH:32][CH:31]=1)=[O:29].C(=O)([O-])[O-].[K+].[K+]>>[NH2:3][C:4]1[C:19]([Cl:20])=[CH:18][C:7]([C:8]([NH:10][CH2:11][CH:12]2[CH2:13][CH2:14][N:15]([CH2:24][CH2:25][CH2:26][CH2:27][C:28]([C:30]3[CH:31]=[CH:32][C:33]([OH:36])=[CH:34][CH:35]=3)=[O:29])[CH2:16][CH2:17]2)=[O:9])=[C:6]([O:21][CH3:22])[CH:5]=1 |f:0.1.2,4.5.6|. Procedure: 4-Amino-5-chloro-2-methoxy-N-(piperidin-4-ylmethyl)benzamide dihydrochloride (5.20 g) as a starting compound, 5-bromo-1-(4-hydroxyphenyl)-1-pentanone (3.60 g) and potassium carbonate (8.7 g) were reacted and purified in the same manner as in Example 172 to give 3.71 g of 4-amino-5-chloro-2-methoxy-N-((1-(5-(4-hydroxyphenyl)-5-oxopentyl)-piperidin-4-yl)methyl)benzamide, m.p. 154°-156° C. Starting materials: O=[N+]([O-])c1cc(Br)nc(Br)c1, CC(=O)Nc1ccc(S(=O)O)cc1, CN(C)C=O, [Na], O. Yields the product CC(=O)Nc1ccc(S(=O)(=O)c2cc(Br)nc(Br)c2)cc1. As a reaction SMILES: [Br:1][c:2]1[n:3][c:4]([Br:11])[cH:5][c:6]([N+:8]([O-:9])=[O:10])[cH:7]1.[C:13]([CH3:14])(=[O:15])[NH:16][c:17]1[cH:18][cH:19][c:20]([S:23](=[O:24])[OH:25])[cH:21][cH:22]1.[CH3:27][N:28]([CH3:29])[CH:30]=[O:31].[Na:12].[OH2:26]>>[Br:1][c:2]1[n:3][c:4]([Br:11])[cH:5][c:6]([S:23]([c:20]2[cH:19][cH:18][c:17]([NH:16][C:13]([CH3:14])=[O:15])[cH:22][cH:21]2)(=[O:24])=[O:25])[cH:7]1.